Dataset: the Open Reaction Database (ORD), a public repository of structured organic reaction records. Task: describe an organic reaction: reactants, conditions, products, and yield Reactants: OC1=CC(OC(C1)(CCC1=CC(=C(C=C1)O)OC)CCC1=CC(=C(C=C1)O)OC)=O (4-hydroxy-6,6-bis-[2-(4-hydroxy-3-methoxy-phenyl)-ethyl]-5,6-dihydro-pyran-2-one), NC1=CC=C(C=C1)CCC(CCC1=CC=C(C=C1)N)=O (1,5-Bis (4-amino-phenyl)-pentan-3-one), C(C)(C)(C)C1=C(C=C(C(=C1)OCCO[Si](C)(C)C(C)(C)C)C)SS(=O)(=O)C1=CC=C(C=C1)C (toluene-4-thiosulfonic acid S-{2-tert-butyl-4-[2-(tert-butyl-dimethyl-silanyloxy)-ethoxy]-5-methyl-phenyl} ester), C(=O)([O-])[O-].[K+].[K+] (K2CO3). The solvent is CN(C)C=O (DMF). Reaction conditions: time 10 minute. Yields the product C(C)(C)(C)C1=C(C=C(C(=C1)OCCO)C)SC=1C(OC(CC1O)(CCC1=CC(=C(C=C1)O)OC)CCC1=CC(=C(C=C1)O)OC)=O (3-[2-tert-Butyl-4-(2-hydroxy-ethoxy)-5-methyl-phenylsulfanyl]-4-hydroxy-6,6-bis[2-(4-hydroxy-3-methoxy-phenyl)-ethyl]-5,6-dihydro-pyran-2-one). Reaction SMILES: [OH:1][C:2]1[CH2:7][C:6]([CH2:19][CH2:20][C:21]2[CH:26]=[CH:25][C:24]([OH:27])=[C:23]([O:28][CH3:29])[CH:22]=2)([CH2:8][CH2:9][C:10]2[CH:15]=[CH:14][C:13]([OH:16])=[C:12]([O:17][CH3:18])[CH:11]=2)[O:5][C:4](=[O:30])[CH:3]=1.[C:31]([C:35]1[CH:40]=[C:39]([O:41][CH2:42][CH2:43][O:44][Si](C(C)(C)C)(C)C)[C:38]([CH3:52])=[CH:37][C:36]=1[S:53]S(C1C=CC(C)=CC=1)(=O)=O)([CH3:34])([CH3:33])[CH3:32].C([O-])([O-])=O.[K+].[K+].NC1C=CC(CCC(=O)CCC2C=CC(N)=CC=2)=CC=1>CN(C=O)C>[C:31]([C:35]1[CH:40]=[C:39]([O:41][CH2:42][CH2:43][OH:44])[C:38]([CH3:52])=[CH:37][C:36]=1[S:53][C:3]1[C:4](=[O:30])[O:5][C:6]([CH2:8][CH2:9][C:10]2[CH:15]=[CH:14][C:13]([OH:16])=[C:12]([O:17][CH3:18])[CH:11]=2)([CH2:19][CH2:20][C:21]2[CH:26]=[CH:25][C:24]([OH:27])=[C:23]([O:28][CH3:29])[CH:22]=2)[CH2:7][C:2]=1[OH:1])([CH3:34])([CH3:33])[CH3:32] |f:2.3.4|. Reported procedure: The compound was prepared using General Method 9 and the following quantities: 100 mg (0.24 mmol) of 4-hydroxy-6,6-bis-[2-(4-hydroxy-3-methoxy-phenyl)-ethyl]-5,6-dihydro-pyran-2-one (prepared in Example QQ), 123 mg (0.24 mol) of toluene-4-thiosulfonic acid S-{2-tert-butyl-4-[2-(tert-butyl-dimethyl-silanyloxy)-ethoxy]-5-methyl-phenyl} ester (prepared in Example PPP), 133 mg (0.96 mmol) of K2CO3, and 10 mL of DMF. The reaction was worked up by addition of 10 mL 1. ON HCl and stirring for 10 minute... Starting materials: IC (iodomethane), C([O-])([O-])=O.[K+].[K+] (potassium carbonate), BrC1=CC(=C(C(=O)O)C(=C1)C)C (4-bromo-2,6-dimethylbenzoic acid). The solvent is CN(C)C=O (DMF). Reaction conditions: time 1.5 hour. Yields the product COC(C1=C(C=C(C=C1C)Br)C)=O (4-Bromo-2,6-dimethylbenzoic acid methyl ester). Yield: 102.3%. As a reaction SMILES: [Br:1][C:2]1[CH:10]=[C:9]([CH3:11])[C:5]([C:6]([OH:8])=[O:7])=[C:4]([CH3:12])[CH:3]=1.IC.[C:15](=O)([O-])[O-].[K+].[K+]>CN(C=O)C>[CH3:15][O:7][C:6](=[O:8])[C:5]1[C:9]([CH3:11])=[CH:10][C:2]([Br:1])=[CH:3][C:4]=1[CH3:12] |f:2.3.4|. Procedure: To a stirred solution of 4-bromo-2,6-dimethylbenzoic acid (2.81 g, 12.3 mmol) in DMF (30 mL) was added iodomethane (2.30 mL, 36.9 mmol) and potassium carbonate (5.09 g, 36.9 mmol) and reaction was stirred at room temperature for 1.5 hours. The reaction mixture was partitioned between water and ethyl acetate and the organic layer was washed with brine. The solvent was removed under reduced pressure to yield an amber oil (3.06 g). 1H NMR (300 MHz, CDCl3): δ 7.22 (S, 2H), 3.92 (s, 3H), 2.30 (s, 6H)... Starting materials: Cc1ccc(NC(=O)c2c(Br)sc3c2CCCC3)c(O)c1, O=C([O-])[O-], CS(C)=O, [K+], [K+]. The product is Cc1ccc2c(c1)Oc1sc3c(c1C(=O)N2)CCCC3. Reaction SMILES: [Br:1][c:2]1[c:3]([C:11](=[O:12])[NH:13][c:14]2[c:15]([OH:21])[cH:16][c:17]([CH3:20])[cH:18][cH:19]2)[c:4]2[c:5]([s:6]1)[CH2:7][CH2:8][CH2:9][CH2:10]2.[C:22](=[O:23])([O-:24])[O-:25].[CH3:28][S:29](=[O:30])[CH3:31].[K+:26].[K+:27]>>[c:2]12[c:3]([c:4]3[c:5]([s:6]1)[CH2:7][CH2:8][CH2:9][CH2:10]3)[C:11](=[O:12])[NH:13][c:14]1[c:15]([cH:16][c:17]([CH3:20])[cH:18][cH:19]1)[O:21]2.